Dataset: the Open Reaction Database (ORD), a public repository of structured organic reaction records. Task: describe an organic reaction: reactants, conditions, products, and yield Reactants: ClC=1C(=NC(=NC1)NC1=C(C=C(C(=C1)C)C1CCNCC1)F)NC1=NNC(=C1)C (5-chloro-N2-(2-fluoro-5-methyl-4-(piperidin-4-yl)phenyl)-N4-(5-methyl-1H-pyrazol-3-yl)pyrimidine-2,4-diamine), CC(=O)O (AcOH), C(C)OC1(CC1)O[Si](C)(C)C ((1-ethoxycyclopropoxy)trimethylsilane), Na(CN)BH3, [NH4+].[Cl-] (NH4Cl). The solvent is CO (MeOH). Run at temperature 60 celsius, time 14 hour. Yields the product ClC=1C(=NC(=NC1)NC1=C(C=C(C(=C1)C)C1CCN(CC1)C1CC1)F)NC1=NNC(=C1)C (5-chloro-N2-(4-(1-cyclopropylpiperidin-4-yl)-2-fluoro-5-methylphenyl)-N4-(5-methyl-1H-pyrazol-3-yl)pyrimidine-2,4-diamine). Reaction SMILES: [Cl:1][C:2]1[C:3]([NH:23][C:24]2[CH:28]=[C:27]([CH3:29])[NH:26][N:25]=2)=[N:4][C:5]([NH:8][C:9]2[CH:14]=[C:13]([CH3:15])[C:12]([CH:16]3[CH2:21][CH2:20][NH:19][CH2:18][CH2:17]3)=[CH:11][C:10]=2[F:22])=[N:6][CH:7]=1.CC(O)=O.C(O[C:37]1(O[Si](C)(C)C)[CH2:39][CH2:38]1)C.[NH4+].[Cl-]>CO>[Cl:1][C:2]1[C:3]([NH:23][C:24]2[CH:28]=[C:27]([CH3:29])[NH:26][N:25]=2)=[N:4][C:5]([NH:8][C:9]2[CH:14]=[C:13]([CH3:15])[C:12]([CH:16]3[CH2:17][CH2:18][N:19]([CH:37]4[CH2:39][CH2:38]4)[CH2:20][CH2:21]3)=[CH:11][C:10]=2[F:22])=[N:6][CH:7]=1 |f:3.4|. Procedure details: To a solution of 5-chloro-N2-(2-fluoro-5-methyl-4-(piperidin-4-yl)phenyl)-N4-(5-methyl-1H-pyrazol-3-yl)pyrimidine-2,4-diamine (30 mg, 0.072 mmol) in MeOH (0.7 mL) was added AcOH (35 mg, 0.58 mmol), (1-ethoxycyclopropoxy)trimethylsilane (37 mg, 0.216 mmol) and a small amount of 4 Å molecular sieves. The mixture was stirred at room temperature for 1 h before the addition of Na(CN)BH3 (14 mg, 0.216 mmol). The resulting mixture was then stirred at 60° C. for 14 h and cooled to room temperature. Satu... Reactants: C(C)(C)(C)OC(=O)N1CCNC2=CC=CC=C12 (3,4-dihydro-2H-quinoxaline-1-carboxylic acid tert-butyl ester), CN1C(CCC1)=O (N-methylpyrrolidinone), FC1=CC=C(C#N)C=C1 (4-fluorobenzonitrile), CC(C)([O-])C.[K+] (potassium tert-butoxide). Run in O (water). Conditions: time 5 minute. Yields the product C(#N)C1=CC=C(C=C1)N1CCN(C2=CC=CC=C12)C(=O)OC(C)(C)C (tert-butyl 4-(4-cyanophenyl)-3,4-dihydroquinoxaline-1(2H)-carboxylate). The yield is 62.9%. Reaction SMILES: [C:1]([O:5][C:6]([N:8]1[C:17]2[C:12](=[CH:13][CH:14]=[CH:15][CH:16]=2)[NH:11][CH2:10][CH2:9]1)=[O:7])([CH3:4])([CH3:3])[CH3:2].CN1CCCC1=O.F[C:26]1[CH:33]=[CH:32][C:29]([C:30]#[N:31])=[CH:28][CH:27]=1.CC(C)([O-])C.[K+]>O>[C:30]([C:29]1[CH:32]=[CH:33][C:26]([N:11]2[C:12]3[C:17](=[CH:16][CH:15]=[CH:14][CH:13]=3)[N:8]([C:6]([O:5][C:1]([CH3:4])([CH3:2])[CH3:3])=[O:7])[CH2:9][CH2:10]2)=[CH:27][CH:28]=1)#[N:31] |f:3.4|. Procedure details: 1 g of 3,4-dihydro-2H-quinoxaline-1-carboxylic acid tert-butyl ester, 10 ml of N-methylpyrrolidinone, 0.57 g of 4-fluorobenzonitrile and 0.96 g of potassium tert-butoxide are introduced into a 20 ml glass tube. The reaction medium is stirred for 5 min, water is added and extraction is carried out 3 times with diethyl ether. The organic phases are combined, washed with water and then with a saturated aqueous sodium chloride solution, dried over sodium sulfate and concentrated under reduced pressu... RXN SMILES: [Br-:1].[CH2:2]([Mg+:3])[CH2:4][CH2:5][CH2:6][CH3:7].[O:33]1[CH2:34][CH2:35][CH2:36][CH2:37]1.[c:21]1([CH2:27][C:28](=[O:29])[O:30][CH2:31][CH3:32])[cH:22][cH:23][cH:24][cH:25][cH:26]1.[c:8]1([SiH2:9][c:10]2[cH:11][cH:12][cH:13][cH:14][cH:15]2)[cH:16][cH:17][cH:18][cH:19][cH:20]1>>[c:21]1([CH2:27][CH2:28][OH:29])[cH:22][cH:23][cH:24][cH:25][cH:26]1. Product: OCCc1ccccc1. Starting materials: [Br-], CCCCC[Mg+], C1CCOC1, CCOC(=O)Cc1ccccc1, c1ccc([SiH2]c2ccccc2)cc1. Starting materials: O (water), C(CO)O (ethylene glycol), C1(=CC=C(C=C1)S(=O)(=O)O)C (p-toluenesulfonic acid), FC1=C(C=O)C=CC(=C1)NCCCCCCCCCCCCCCCC (2-Fluoro-4-(hexadecylamino)benzaldehyde). Solvent: C1(=CC=CC=C1)C (toluene). The product is FC1=C(C=CC(=C1)NCCCCCCCCCCCCCCCC)C1OCCO1 (2-[2-fluoro-4-(hexadecylamino)phenyl]-1,3-dioxolane). RXN SMILES: [F:1][C:2]1[CH:9]=[C:8]([NH:10][CH2:11][CH2:12][CH2:13][CH2:14][CH2:15][CH2:16][CH2:17][CH2:18][CH2:19][CH2:20][CH2:21][CH2:22][CH2:23][CH2:24][CH2:25][CH3:26])[CH:7]=[CH:6][C:3]=1[CH:4]=[O:5].[CH2:27](O)[CH2:28][OH:29].C1(C)C=CC(S(O)(=O)=O)=CC=1.O>C1(C)C=CC=CC=1>[F:1][C:2]1[CH:9]=[C:8]([NH:10][CH2:11][CH2:12][CH2:13][CH2:14][CH2:15][CH2:16][CH2:17][CH2:18][CH2:19][CH2:20][CH2:21][CH2:22][CH2:23][CH2:24][CH2:25][CH3:26])[CH:7]=[CH:6][C:3]=1[CH:4]1[O:29][CH2:28][CH2:27][O:5]1. Procedure details: 2-Fluoro-4-(hexadecylamino)benzaldehyde (1.7 g.) is dissolved in toluene (20 ml), and ethylene glycol (2.5 ml.) and p-toluenesulfonic acid (10 mg.) are added. The reaction mixture is heated under reflux for 16 hours while water is removed using a Dean-Stark trap. The reaction mixture is then cooled to room temperature, diluted with toluene (70 ml.), washed with aqueous sodium bicarbonate and then with water. The organic layer is separated dried over mangnesium sulfate, decolorized with charcoal ... Reactants: COC(C(CC1=CC=C(C=C1)CO)Cl)=O (2-chloro-3-(4-hydroxymethyl-phenyl)-propionic acid methyl ester), NC1=CC=C(C=C1)CCCO (3-(4-amino phenyl)-propan-1-ol), ClC(COC(C=C)=O)(Cl)Cl (acrylic acid 2,2,2-trichloroethylester). Yields the product ClC(COC(C(CC1=CC=C(C=C1)CCCO)Cl)=O)(Cl)Cl (2-Chloro-3-[4-(3-hydroxy-propyl)-phenyl]-propionic acid 2,2,2-trichloro-ethyl ester), oil. The yield is 29.4%. RXN SMILES: N[C:2]1[CH:7]=[CH:6][C:5]([CH2:8][CH2:9][CH2:10][OH:11])=[CH:4][CH:3]=1.[Cl:12][C:13]([Cl:21])([Cl:20])[CH2:14][O:15][C:16](=[O:19])[CH:17]=[CH2:18].COC(=O)C([Cl:35])CC1C=CC(CO)=CC=1>>[Cl:12][C:13]([Cl:21])([Cl:20])[CH2:14][O:15][C:16](=[O:19])[CH:17]([Cl:35])[CH2:18][C:2]1[CH:7]=[CH:6][C:5]([CH2:8][CH2:9][CH2:10][OH:11])=[CH:4][CH:3]=1. Reported procedure: The title compound was prepared from 3-(4-amino phenyl)-propan-1-ol (1.02 g, 6.72 mmol) and acrylic acid 2,2,2-trichloroethylester (4.55 g, 22.17 mmol) in the same manner as described for 2-chloro-3-(4-hydroxymethyl-phenyl)-propionic acid methyl ester. The crude product was purified by flash chromatography using DCM/iPrOH 95:5 as the eluent and the product was obtained as an oil (0.74 g, 29.4%). 1H NMR (300 MHz, CDCl3): δ 7.08-7.30 (m, 4H), 4.56-4.60 (t, 1H), 3.63-3.65 (m, 3H), 3.35-3.43 (dd, 1H... The reactants are C#Cc1cnc(NC(=O)OC(C)(C)C)s1, C1CCOC1, [Li]CCCC, CCOC(=O)Cl. Yields the product CCOC(=O)C#Cc1cnc(NC(=O)OC(C)(C)C)s1. Reaction SMILES: [C:1]([CH3:2])([CH3:3])([CH3:4])[O:5][C:6]([NH:7][c:8]1[s:9][c:10]([C:13]#[CH:14])[cH:11][n:12]1)=[O:15].[CH2:27]1[O:28][CH2:29][CH2:30][CH2:31]1.[CH3:16][CH2:17][CH2:18][CH2:19][Li:20].[Cl:21][C:22](=[O:23])[O:24][CH2:25][CH3:26]>>[C:1]([CH3:2])([CH3:3])([CH3:4])[O:5][C:6]([NH:7][c:8]1[s:9][c:10]([C:13]#[C:14][C:22](=[O:23])[O:24][CH2:25][CH3:26])[cH:11][n:12]1)=[O:15]. The reactants are BrC1=CC=2N(C3(NC(C2S1)=O)CCCC3)CC (6′-bromo-1′-ethyl-1′H-spiro [cyclopentane-1,2′-thieno[3,2-d]pyrimidin]-4′(3′H)-one), CC1=NN(C=C1B1OC(C(O1)(C)C)(C)C)C(=O)OC(C)(C)C (tert-butyl 3-methyl-4-(4,4,5,5-tetramethyl-1,3,2-dioxaborolan-2-yl)-1H-pyrazole-1-carboxylate), C([O-])([O-])=O.[Na+].[Na+] (sodium carbonate), COCCOC (1,2-dimethoxyethane), 1,1′-bis(diphenylphosphino)ferrocenepalladium (II) dichloride dichloromethane. The solvent is O (water). Run at temperature 100 celsius, time 1 hour. Product: C(C)N1C2(NC(C3=C1C=C(S3)C=3C=NNC3C)=O)CCCC2 (1′-ethyl-6′-(5-methyl-1H-pyrazol-4-yl)-1′H-spiro [cyclopentane-1,2′-thieno[3,2-d]pyrimidin]-4′(3′H)-one). Isolated yield 54.4%. RXN SMILES: Br[C:2]1[S:10][C:9]2[C:8](=[O:11])[NH:7][C:6]3([CH2:15][CH2:14][CH2:13][CH2:12]3)[N:5]([CH2:16][CH3:17])[C:4]=2[CH:3]=1.[CH3:18][C:19]1[C:23](B2OC(C)(C)C(C)(C)O2)=[CH:22][N:21](C(OC(C)(C)C)=O)[N:20]=1.C(=O)([O-])[O-].[Na+].[Na+].COCCOC>O>[CH2:16]([N:5]1[C:4]2[CH:3]=[C:2]([C:23]3[CH:22]=[N:21][NH:20][C:19]=3[CH3:18])[S:10][C:9]=2[C:8](=[O:11])[NH:7][C:6]21[CH2:15][CH2:14][CH2:13][CH2:12]2)[CH3:17] |f:2.3.4|. Reported procedure: A flask was charged with 6′-bromo-1′-ethyl-1′H-spiro [cyclopentane-1,2′-thieno[3,2-d]pyrimidin]-4′(3′H)-one (158 mg, 0.50 mmol), tert-butyl 3-methyl-4-(4,4,5,5-tetramethyl-1,3,2-dioxaborolan-2-yl)-1H-pyrazole-1-carboxylate (463 mg, 1.5 mmol), sodium carbonate (150 mg, 2.5 mmol), 1,2-dimethoxyethane (3.0 mL) and water (1.5 mL). The flask was purged with argon. Then, 1,1′-bis(diphenylphosphino)ferrocenepalladium (II) dichloride dichloromethane adduct (41 mg, 0.050 mmol) was added to the mixture. T...